From a dataset of the Open Reaction Database (ORD), a public repository of structured organic reaction records. describe an organic reaction: reactants, conditions, products, and yield Starting materials: CC1COC(=O)O1, CO[Si](CCCN)(OC)OC. Yields the product CO[Si](CCCNC(=O)OCC(C)O)(OC)OC. As a reaction SMILES: [C:12]1(=[O:18])[O:13][CH2:14][CH:15]([CH3:16])[O:17]1.[NH2:1][CH2:2][CH2:3][CH2:4][Si:5]([O:6][CH3:7])([O:8][CH3:9])[O:10][CH3:11]>>[NH:1]([CH2:2][CH2:3][CH2:4][Si:5]([O:6][CH3:7])([O:8][CH3:9])[O:10][CH3:11])[C:12]([O:13][CH2:14][CH:15]([CH3:16])[OH:17])=[O:18]. The reactants are C1(CC1)C=1C=C(C=C2C(CC(OC12)(C)C)(C)C)C#C[Si](C)(C)C (8-cyclopropyl-6-trimethylsilanylethynyl-2,2,4,4-tetramethyl chroman), C1(CC1)C=1C=C(C=C2C(CC(OC12)(C)C)(C)C)C#C[Si](C)(C)C (8-cyclopropyl-6-trimethylsilanylethynyl-2,2,4,4-tetramethyl chroman), C([O-])([O-])=O.[K+].[K+] (potassium carbonate). Solvent: CO (methanol). The product is C1(CC1)C=1C=C(C=C2C(CC(OC12)(C)C)(C)C)C#C (8-Cyclopropyl-6-ethynyl-2,2,4,4-tetramethyl chroman). RXN SMILES: [CH:1]1([C:4]2[CH:5]=[C:6]([C:18]#[C:19][Si](C)(C)C)[CH:7]=[C:8]3[C:13]=2[O:12][C:11]([CH3:15])([CH3:14])[CH2:10][C:9]3([CH3:17])[CH3:16])[CH2:3][CH2:2]1.C(=O)([O-])[O-].[K+].[K+]>CO>[CH:1]1([C:4]2[CH:5]=[C:6]([C:18]#[CH:19])[CH:7]=[C:8]3[C:13]=2[O:12][C:11]([CH3:14])([CH3:15])[CH2:10][C:9]3([CH3:17])[CH3:16])[CH2:3][CH2:2]1 |f:1.2.3|. Procedure details: Following general procedure E and using 8-cyclopropyl-6-trimethylsilanylethynyl-2,2,4,4-tetramethyl chroman (Intermediate 33, 0.17 g, 0.68 mmol), methanol and potassium carbonate (0.2 g, 1.47 mmol) the title compound was obtained as an oil (0.064 g, 47%).